From a dataset of the Open Reaction Database (ORD), a public repository of structured organic reaction records. describe an organic reaction: reactants, conditions, products, and yield The reactants are N#CC1=CC=CC(C=O)=C1. Solvent: O1CCCC1. Product: N#CC=1C=C(C=O)C=C(C1)B2OC(C)(C)C(O2)(C)C. Isolated yield 91.0%. Run at temperature 90 celsius, time 12 hour. Reagents/catalysts: O1BOC(C)(C)C1(C)C, O1B(OC(C)(C)C1(C)C)B2OC(C)(C)C(O2)(C)C, N=1C=C(C(=C2C=CC3=C(N=CC(=C3C)C)C12)C)C, NC, C[OH2+].C[OH2+].C1CC=CCCC=C1.C1CC=CCCC=C1.[Ir].[Ir]. The reactants are [Br-], C1CCOC1, COc1c(C(=O)O)ccc2ccccc12, Cl, O, [Mg+]c1cccc2ccccc12. Yields the product O=C(O)c1ccc2ccccc2c1-c1cccc2ccccc12. As a reaction SMILES: [Br-:1].[CH2:30]1[O:31][CH2:32][CH2:33][CH2:34]1.[CH3:13][O:14][c:15]1[c:16]([C:25](=[O:26])[OH:27])[cH:17][cH:18][c:19]2[cH:20][cH:21][cH:22][cH:23][c:24]12.[ClH:29].[OH2:28].[c:2]1([Mg+:12])[cH:3][cH:4][cH:5][c:6]2[cH:7][cH:8][cH:9][cH:10][c:11]12>>[c:2]1(-[c:15]2[c:16]([C:25](=[O:26])[OH:27])[cH:17][cH:18][c:19]3[cH:20][cH:21][cH:22][cH:23][c:24]23)[cH:3][cH:4][cH:5][c:6]2[cH:7][cH:8][cH:9][cH:10][c:11]12. Starting materials: CCOC(C)=O, CC(=O)O, Cl, Cl[Cu]Cl, O=N[O-], COC(=O)c1ccc(C(=O)O)cc1N, [Na+]. Product: COC(=O)c1ccc(C(=O)O)cc1Cl. Reaction SMILES: [CH3:19][CH2:20][O:21][C:22](=[O:23])[CH3:24].[CH3:26][C:27](=[O:28])[OH:29].[ClH:25].[Cu:30]([Cl:31])[Cl:32].[N:15]([O-:16])=[O:17].[NH2:1][c:2]1[cH:3][c:4]([C:5](=[O:6])[OH:7])[cH:8][cH:9][c:10]1[C:11](=[O:12])[O:13][CH3:14].[Na+:18]>>[c:2]1([Cl:25])[cH:3][c:4]([C:5](=[O:6])[OH:7])[cH:8][cH:9][c:10]1[C:11](=[O:12])[O:13][CH3:14]. The reactants are NC1=NSC=N1 (3-amino-1,2,4-thiadiazole), C1(C=2C(C(N1CCCBr)=O)=CC=CC2)=O (3-phthalimidopropyl bromide). Yields the product NCCCNC1=NSC=N1 (3-(3-aminopropylamino)-1,2,4-thiadiazole). As a reaction SMILES: [NH2:1][C:2]1[N:6]=[CH:5][S:4][N:3]=1.C1(=O)[N:11](CCCBr)[C:10](=O)[C:9]2=CC=CC=[C:8]12>>[NH2:11][CH2:10][CH2:9][CH2:8][NH:1][C:2]1[N:6]=[CH:5][S:4][N:3]=1. Procedure: Reaction of 3-amino-1,2,4-thiadiazole with 3-phthalimidopropyl bromide and hydrazinolysis of the product gives 3-(3-aminopropylamino)-1,2,4-thiadiazole and from this intermediate N-methyl-N'-[3-(3-1,2,4-thiadiazolyl)-amino)propyl]thiourea is prepared. The reactants are C(C)(C)(C)OC(=O)N1C(CCCC1)CC(=O)O ((RS)-2-carboxymethyl-piperidine-1-carboxylic acid tert butyl ester), BrCC(=O)C1=CC(=CC=C1)Cl (2-bromo-3′-chloroacetophenone). Yields the product C(C)(C)(C)OC(=O)N1C(CCCC1)CC(=O)OCC(=O)C1=CC(=CC=C1)Cl ((RS)-2-[2-(3-Chloro-phenyl)-2-oxo-ethoxycarbonylmethyl]-piperidine-1-carboxylic tert butyl ester). Yield: 81.4%. RXN SMILES: [C:1]([O:5][C:6]([N:8]1[CH2:13][CH2:12][CH2:11][CH2:10][CH:9]1[CH2:14][C:15]([OH:17])=[O:16])=[O:7])([CH3:4])([CH3:3])[CH3:2].Br[CH2:19][C:20]([C:22]1[CH:27]=[CH:26][CH:25]=[C:24]([Cl:28])[CH:23]=1)=[O:21]>>[C:1]([O:5][C:6]([N:8]1[CH2:13][CH2:12][CH2:11][CH2:10][CH:9]1[CH2:14][C:15]([O:17][CH2:19][C:20]([C:22]1[CH:27]=[CH:26][CH:25]=[C:24]([Cl:28])[CH:23]=1)=[O:21])=[O:16])=[O:7])([CH3:4])([CH3:2])[CH3:3]. Reported procedure: The title compound (2.65 g) was prepared from (RS)-2-carboxymethyl-piperidine-1-carboxylic acid tert butyl ester (2.0 g) and 2-bromo-3′-chloroacetophenone (1.92 g) according to the method of description 36.